Dataset: the Open Reaction Database (ORD), a public repository of structured organic reaction records. Task: describe an organic reaction: reactants, conditions, products, and yield The reactants are ClC1=C(C(=O)NCC)C(=CC=C1)[Si](C)(C)C (2-Chloro-N-ethyl-6-(trimethylsilyl)benzamide), C[Si](C)(C)[N-][Si](C)(C)C.[Na+] (sodium bis(trimethylsilyl)amide), ClCSC (chloromethyl methylsulfide), ClCSC (chloromethyl methylsulfide). The solvent is C1CCOC1 (THF). Reaction conditions: time 1 hour. Product: ClC1=C(C(=O)N(CSC)CC)C(=CC=C1)[Si](C)(C)C (2-Chloro-N-ethyl-N-[(methylthio)methyl]-6-(trimethylsilyl)benzamide). Yield: 44.6%. As a reaction SMILES: [Cl:1][C:2]1[CH:12]=[CH:11][CH:10]=[C:9]([Si:13]([CH3:16])([CH3:15])[CH3:14])[C:3]=1[C:4]([NH:6][CH2:7][CH3:8])=[O:5].C[Si]([N-][Si](C)(C)C)(C)C.[Na+].Cl[CH2:28][S:29][CH3:30]>C1COCC1>[Cl:1][C:2]1[CH:12]=[CH:11][CH:10]=[C:9]([Si:13]([CH3:15])([CH3:14])[CH3:16])[C:3]=1[C:4]([N:6]([CH2:7][CH3:8])[CH2:28][S:29][CH3:30])=[O:5] |f:1.2|. Procedure details: To a solution of 2.0 g (7.8 mmol) of the compound of Example 45 in 30 mL dry THF was added 7.9 mL (7.9 mmol) sodium bis(trimethylsilyl)amide (1.0M in THF). To the resulting mixture was added 1.0 g (10.4 mmol) chloromethyl methylsulfide. The mixture was stirred for min and another 0.65 g (6.7 mmol) of chloromethyl methylsulfide was added. Stirring at RT was continued for 1 h and the mixture was then heated to reflux for 28 hours. The mixture was allowed to cool to RT and was then partitioned betw... The reactants are C(C)(C)OC1=C(C=C(C(=C1)[N+](=O)[O-])F)Br (2-bromo-4-fluoro-5-nitrophenyl isopropyl ether). Reagents/catalysts: [C].[Pd] (palladium-carbon). Solvent: C(C)(=O)OCC (ethyl acetate). The product is BrC1=CC(=C(N)C=C1OC(C)C)F (4-bromo-2-fluoro-5-isopropoxyaniline). Yield: 95.5%. RXN SMILES: [CH:1]([O:4][C:5]1[CH:10]=[C:9]([N+:11]([O-])=O)[C:8]([F:14])=[CH:7][C:6]=1[Br:15])([CH3:3])[CH3:2]>C(OCC)(=O)C.[C].[Pd]>[Br:15][C:6]1[C:5]([O:4][CH:1]([CH3:2])[CH3:3])=[CH:10][C:9]([NH2:11])=[C:8]([F:14])[CH:7]=1 |f:2.3|. Procedure details: Then, 60 g (0.22 mol) of 2-bromo-4-fluoro-5-nitrophenyl isopropyl ether was dissolved in 300 ml of ethyl acetate, to which 1.0 g of 10% palladium-carbon was added, and the hydrogenation was effected under an atmosphere of hydrogen. After completion of the reaction, the palladium-carbon was removed by filtration, and the filtrate was concentrated, which afforded 52 g (0.21 mol) of 4-bromo-2-fluoro-5-isopropoxyaniline. Starting materials: CCOC(=O)Cc1c(C)oc2ccc(CN(C)C)cc12, CO, N. Product: Cc1oc2ccc(CN(C)C)cc2c1CC(N)=O. As a reaction SMILES: [CH2:1]([O:3][C:4](=[O:2])[CH2:5][c:6]1[c:7]([CH3:19])[o:8][c:9]2[c:10]1[cH:11][c:12]([CH2:15][N:16]([CH3:17])[CH3:18])[cH:13][cH:14]2)[CH3:20].[CH3:22][OH:23].[NH3:21]>>[O:3]=[C:4]([CH2:5][c:6]1[c:7]([CH3:19])[o:8][c:9]2[c:10]1[cH:11][c:12]([CH2:15][N:16]([CH3:17])[CH3:18])[cH:13][cH:14]2)[NH2:21]. Reactants: CC(C)=O, O, CSc1ccc(Nc2cc(-c3ccccc3)nc(-c3ccccc3)n2)cc1. The product is CS(=O)(=O)c1ccc(Nc2cc(-c3ccccc3)nc(-c3ccccc3)n2)cc1. Reaction SMILES: [CH3:29][C:30](=[O:31])[CH3:32].[OH2:28].[c:1]1(-[c:7]2[n:8][c:9](-[c:22]3[cH:23][cH:24][cH:25][cH:26][cH:27]3)[cH:10][c:11]([NH:13][c:14]3[cH:15][cH:16][c:17]([S:20][CH3:21])[cH:18][cH:19]3)[n:12]2)[cH:2][cH:3][cH:4][cH:5][cH:6]1>>[c:1]1(-[c:7]2[n:8][c:9](-[c:22]3[cH:23][cH:24][cH:25][cH:26][cH:27]3)[cH:10][c:11]([NH:13][c:14]3[cH:15][cH:16][c:17]([S:20]([CH3:21])(=[O:28])=[O:31])[cH:18][cH:19]3)[n:12]2)[cH:2][cH:3][cH:4][cH:5][cH:6]1. Reactants: BrCCCCCCBr, O=C1NC(=O)c2ccccc21, CN(C)C=O, [K]. Product: O=C1NC(=O)c2c(CCCCCCBr)cccc21. As a reaction SMILES: [Br:13][CH2:14][CH2:15][CH2:16][CH2:17][CH2:18][CH2:19][Br:20].[C:1]1(=[O:11])[c:2]2[c:3]([cH:7][cH:8][cH:9][cH:10]2)[C:4](=[O:6])[NH:5]1.[CH3:21][N:22]([CH3:23])[CH:24]=[O:25].[K:12]>>[C:1]1(=[O:11])[c:2]2[c:3]([cH:7][cH:8][cH:9][c:10]2[CH2:19][CH2:18][CH2:17][CH2:16][CH2:15][CH2:14][Br:13])[C:4](=[O:6])[NH:5]1.